describe an organic reaction: reactants, conditions, products, and yield From a dataset of the Open Reaction Database (ORD), a public repository of structured organic reaction records. Starting materials: C1(=CC=CC=C1)N1N=C2C3=C(NC=C2C1=O)CCSC3 (2,3,5,6,7,9-hexahydro-2-phenylthiopyrano[4,3-b]pyrazolo[3,4-d]pyridin-3-one), I(=O)(=O)(=O)[O-].[Na+] (sodium metaperiodate). The solvent is CO (methanol), O (water). Conditions: time 48 hour. The product is O=S1CC2=C(NC=C3C2=NN(C3=O)C3=CC=CC=C3)CC1 (2,3,5,6,7,9-hexahydro-8-oxo-2-phenylthiopyrano[4,3-b]pyrazolo[3,4-d]pyridin-3-one). RXN SMILES: [C:1]1([N:7]2[C:15](=[O:16])[C:14]3[C:9]([C:10]4[CH2:20][S:19][CH2:18][CH2:17][C:11]=4[NH:12][CH:13]=3)=[N:8]2)[CH:6]=[CH:5][CH:4]=[CH:3][CH:2]=1.I([O-])(=O)(=O)=[O:22].[Na+]>CO.O>[O:22]=[S:19]1[CH2:18][CH2:17][C:11]2[NH:12][CH:13]=[C:14]3[C:15](=[O:16])[N:7]([C:1]4[CH:2]=[CH:3][CH:4]=[CH:5][CH:6]=4)[N:8]=[C:9]3[C:10]=2[CH2:20]1 |f:1.2|. Procedure: To a solution of 0.3 g of 2,3,5,6,7,9-hexahydro-2-phenylthiopyrano[4,3-b]pyrazolo[3,4-d]pyridin-3-one in 200 mL of methanol, a solution of 0.8 g of sodium metaperiodate in 25 mL of water is added. The mixture is stirred at room temperature for 48 hours, then evaporated to dryness. The residue is washed with 50 mL of water, filtered, and dried in a vacuum oven at 80° overnight obtaining 2,3,5,6,7,9-hexahydro-8-oxo-2-phenylthiopyrano[4,3-b]pyrazolo[3,4-d]pyridin-3-one, m.p. 218°-220° (dec). Reported procedure: A solution of toluene-4-sulfonic acid 2-(3-benzenesulfonyl-1H-indazol-5-yloxy)-ethyl ester (0.340 g, 0.720 mmol) in 2.0 M methylamine in THF (8 mL, 16 mmol) was stirred at 70° C. in a sealed tube for about 15.5 hours. After cooling somewhat, the reaction mixture was solvent evaporated and partitioned in chloroform and aqueous sodium bicarbonate. The organic phase was then washed with brine, dried with anhydrous magnesium sulfate, filtered and concentrated. The residue was purified by flash chrom... Starting materials: C1(=CC=CC=C1)S(=O)(=O)C1=NNC2=CC=C(C=C12)OCCOS(=O)(=O)C1=CC=C(C=C1)C (toluene-4-sulfonic acid 2-(3-benzenesulfonyl-1H-indazol-5-yloxy)-ethyl ester), C1CCOC1 (THF), CN (methylamine). Product: C1(=CC=CC=C1)S(=O)(=O)C1=NNC2=CC=C(C=C12)OCCNC ([2-(3-benzenesulfonyl-1H-indazol-5-yloxy)-ethyl]-methyl-amine). As a reaction SMILES: [C:1]1([S:7]([C:10]2[C:18]3[C:13](=[CH:14][CH:15]=[C:16]([O:19][CH2:20][CH2:21]OS(C4C=CC(C)=CC=4)(=O)=O)[CH:17]=3)[NH:12][N:11]=2)(=[O:9])=[O:8])[CH:6]=[CH:5][CH:4]=[CH:3][CH:2]=1.C1COCC1.[CH3:38][NH2:39]>>[C:1]1([S:7]([C:10]2[C:18]3[C:13](=[CH:14][CH:15]=[C:16]([O:19][CH2:20][CH2:21][NH:39][CH3:38])[CH:17]=3)[NH:12][N:11]=2)(=[O:9])=[O:8])[CH:6]=[CH:5][CH:4]=[CH:3][CH:2]=1. The yield is 19.4%. Reactants: CCOC(C)=O, Cc1nc(-c2cnc(C=Cc3ccc(F)cc3)cn2)sc1C(=O)NCc1ccccc1, CCO, [OH-], [OH-], [Pd+2]. Product: Cc1nc(-c2cnc(CCc3ccc(F)cc3)cn2)sc1C(=O)NCc1ccccc1. Reaction SMILES: [C:35]([O:36][CH2:37][CH3:38])(=[O:39])[CH3:40].[CH2:1]([c:2]1[cH:3][cH:4][cH:5][cH:6][cH:7]1)[NH:8][C:9](=[O:10])[c:11]1[c:12]([CH3:31])[n:13][c:14](-[c:16]2[n:17][cH:18][c:19]([CH:22]=[CH:23][c:24]3[cH:25][cH:26][c:27]([F:30])[cH:28][cH:29]3)[n:20][cH:21]2)[s:15]1.[CH2:32]([OH:33])[CH3:34].[OH-:41].[OH-:42].[Pd+2:43]>>[CH2:1]([c:2]1[cH:3][cH:4][cH:5][cH:6][cH:7]1)[NH:8][C:9](=[O:10])[c:11]1[c:12]([CH3:31])[n:13][c:14](-[c:16]2[n:17][cH:18][c:19]([CH2:22][CH2:23][c:24]3[cH:25][cH:26][c:27]([F:30])[cH:28][cH:29]3)[n:20][cH:21]2)[s:15]1. Reactants: FC1=C(C=CC(=C1)F)CC(CC(=O)OCC=C)=O (Allyl 4-(2,4-difluorophenyl)-3-oxobutanoate), C(C)(=O)[O-].[NH4+] (ammonium acetate), O (H2O). Run in C1(=CC=CC=C1)C (toluene). Yields the product N/C(=C/C(=O)OCC=C)/CC1=C(C=C(C=C1)F)F (Allyl (2E)-3-amino-4-(2,4-difluorophenyl)-2-butenoate). The yield is 100.4%. As a reaction SMILES: [F:1][C:2]1[CH:7]=[C:6]([F:8])[CH:5]=[CH:4][C:3]=1[CH2:9][C:10](=O)[CH2:11][C:12]([O:14][CH2:15][CH:16]=[CH2:17])=[O:13].C([O-])(=O)C.[NH4+:23].O>C1(C)C=CC=CC=1>[NH2:23]/[C:10](/[CH2:9][C:3]1[CH:4]=[CH:5][C:6]([F:8])=[CH:7][C:2]=1[F:1])=[CH:11]/[C:12]([O:14][CH2:15][CH:16]=[CH2:17])=[O:13] |f:1.2|. Procedure: Allyl 4-(2,4-difluorophenyl)-3-oxobutanoate (5.0 g, 19.67 mmol) and ammonium acetate (7.58 g, 98.33 mmol) were refluxed in toluene (20 mL) for 2 h with azeotropic removal of H2O and then cooled and concentrated. The residue was redissolved in Et2O and the organics washed with 1N HCl (2×), H2O, brine, and then dried (Na2SO4), filtered and concentrated to give 5.0 g (100% yield) of the title compound as a yellow oil: 1H NMR (CDCl3, 400 MHz) δ 7.25–7.14 (m, 1H), 6.63 (dd, J=16.1, 7.9 Hz, 2H), 5.97–... Starting materials: [N+](=O)([O-])C1=C(C=CC=2C(C3=CC=CC=C3C(C12)=O)=O)C(=O)O (1-nitro-anthraquinone-2-carboxylic acid), [OH-].[Na+] (sodium hydroxide), 250, O.NN (hydrazine hydrate). The solvent is O (water), O (water). Run at time 1 hour. The product is NC1=C(C=CC=2C(C3=CC=CC=C3C(C12)=O)=O)C(=O)O (1-amino-anthraquinone-2-carboxylic acid). Reaction SMILES: [N+:1]([C:4]1[C:17]2[C:16](=[O:18])[C:15]3[C:10](=[CH:11][CH:12]=[CH:13][CH:14]=3)[C:9](=[O:19])[C:8]=2[CH:7]=[CH:6][C:5]=1[C:20]([OH:22])=[O:21])([O-])=O.O.NN.[OH-].[Na+]>O>[NH2:1][C:4]1[C:17]2[C:16](=[O:18])[C:15]3[C:10](=[CH:11][CH:12]=[CH:13][CH:14]=3)[C:9](=[O:19])[C:8]=2[CH:7]=[CH:6][C:5]=1[C:20]([OH:22])=[O:21] |f:1.2,3.4|. Procedure details: 30 Parts of 1-nitro-anthraquinone-2-carboxylic acid are entered with stirring over the course of 1 hour into a mixture at 70° consisting of 250 parts of water, 10 parts of hydrazine hydrate and 67 parts of aqueous sodium hydroxide solution (30%). The reaction mass is heated to 80° and stirred at 80° over the course of 4 hours. It is subsequently diluted with 250 parts of water and filtered. The precipitate is stirred into 1000 parts of water and acidified with aqueous hydrochloric acid. The prec...